Dataset: the Open Reaction Database (ORD), a public repository of structured organic reaction records. Task: describe an organic reaction: reactants, conditions, products, and yield Yields the product CC(C)c1nc(-c2ccc(C(F)(F)F)cc2)sc1CCC(=O)c1ccc(N(C)S(=O)(=O)c2ccccc2[N+](=O)[O-])cc1. As a reaction SMILES: [C:44](=[O:45])([O-:46])[O-:47].[CH3:51][N:52]([CH3:53])[CH:54]=[O:55].[CH:1]([CH3:2])([CH3:3])[c:4]1[n:5][c:6](-[c:32]2[cH:33][cH:34][c:35]([C:38]([F:39])([F:40])[F:41])[cH:36][cH:37]2)[s:7][c:8]1[CH2:9][CH2:10][C:11](=[O:12])[c:13]1[cH:14][cH:15][c:16]([NH:19][S:20](=[O:21])(=[O:22])[c:23]2[c:24]([N+:29](=[O:30])[O-:31])[cH:25][cH:26][cH:27][cH:28]2)[cH:17][cH:18]1.[ClH:50].[I:42][CH3:43].[K+:48].[K+:49]>>[CH:1]([CH3:2])([CH3:3])[c:4]1[n:5][c:6](-[c:32]2[cH:33][cH:34][c:35]([C:38]([F:39])([F:40])[F:41])[cH:36][cH:37]2)[s:7][c:8]1[CH2:9][CH2:10][C:11](=[O:12])[c:13]1[cH:14][cH:15][c:16]([N:19]([S:20](=[O:21])(=[O:22])[c:23]2[c:24]([N+:29](=[O:30])[O-:31])[cH:25][cH:26][cH:27][cH:28]2)[CH3:44])[cH:17][cH:18]1. Starting materials: O=C([O-])[O-], CN(C)C=O, CC(C)c1nc(-c2ccc(C(F)(F)F)cc2)sc1CCC(=O)c1ccc(NS(=O)(=O)c2ccccc2[N+](=O)[O-])cc1, Cl, CI, [K+], [K+]. Reactants: BrC(Br)(Br)Br, Cc1c(S(=O)(=O)N(CCO)Cc2ccccc2)sc2ccc(Cl)cc12, ClCCl, c1ccc(P(c2ccccc2)c2ccccc2)cc1. The product is Cc1c(S(=O)(=O)N(CCBr)Cc2ccccc2)sc2ccc(Cl)cc12. As a reaction SMILES: [C:26]([Br:27])([Br:28])([Br:29])[Br:30].[CH2:1]([c:2]1[cH:3][cH:4][cH:5][cH:6][cH:7]1)[N:8]([S:9](=[O:10])(=[O:11])[c:12]1[c:13]([CH3:22])[c:14]2[c:15]([s:16]1)[cH:17][cH:18][c:19]([Cl:21])[cH:20]2)[CH2:23][CH2:24][OH:25].[Cl:50][CH2:51][Cl:52].[c:31]1([P:32]([c:33]2[cH:34][cH:35][cH:36][cH:37][cH:38]2)[c:39]2[cH:40][cH:41][cH:42][cH:43][cH:44]2)[cH:45][cH:46][cH:47][cH:48][cH:49]1>>[CH2:1]([c:2]1[cH:3][cH:4][cH:5][cH:6][cH:7]1)[N:8]([S:9](=[O:10])(=[O:11])[c:12]1[c:13]([CH3:22])[c:14]2[c:15]([s:16]1)[cH:17][cH:18][c:19]([Cl:21])[cH:20]2)[CH2:23][CH2:24][Br:27]. Starting materials: OCCN (2-hydroxy-ethylamine), C(#N)C1=CNC2=CC=C(C=C12)CCNC(C1=CC=C(C=C1)C1=NC(=NC=C1)Cl)=O (N-[2-(3-Cyano-1H-indol-5-yl)-ethyl]-4-[2-chloro-pyrimidin-4-yl]-benzamide). The product is C(#N)C1=CNC2=CC=C(C=C12)CCNC(C1=CC=C(C=C1)C1=NC(=NC=C1)NCCO)=O (N-[2-(3-cyano-1H-indol-5-yl)-ethyl]-4-[2-(2-hydroxy-ethylamino)-pyrimidin-4-y]-benzamide). RXN SMILES: [OH:1][CH2:2][CH2:3][NH2:4].[C:5]([C:7]1[C:15]2[C:10](=[CH:11][CH:12]=[C:13]([CH2:16][CH2:17][NH:18][C:19](=[O:33])[C:20]3[CH:25]=[CH:24][C:23]([C:26]4[CH:31]=[CH:30][N:29]=[C:28](Cl)[N:27]=4)=[CH:22][CH:21]=3)[CH:14]=2)[NH:9][CH:8]=1)#[N:6]>>[C:5]([C:7]1[C:15]2[C:10](=[CH:11][CH:12]=[C:13]([CH2:16][CH2:17][NH:18][C:19](=[O:33])[C:20]3[CH:25]=[CH:24][C:23]([C:26]4[CH:31]=[CH:30][N:29]=[C:28]([NH:4][CH2:3][CH2:2][OH:1])[N:27]=4)=[CH:22][CH:21]=3)[CH:14]=2)[NH:9][CH:8]=1)#[N:6]. Procedure: Using 2-hydroxy-ethylamine and N-[2-(3-Cyano-1H-indol-5-yl)-ethyl]-4-[2-chloro-pyrimidin-4-yl]-benzamide (reference example 1az) as substrates. 1H NMR (DMSO) δ 2.98 (t, 2H, J=7 Hz); 3.44 (bs, 2H); 3.55 (m, 4H); 4.70 (t, 1H, J=6 Hz); 7.17 (m, 3H); 7.48 (m, 2H); 7.92 (d, 2H, J=9 Hz); 8.18 (m, 3H); 8.38 (d, 1H, J=5 Hz); 8.68 (bt, 1H); 12.12 (bs, 1H). MS (ion spray) m/z 427 (M+H)+. The reactants are CCO, [O-][Cl+3]([O-])([O-])[O-], Nc1ccccc1, c1ccc(-c2ccs[c+](-c3ccccc3)c2)cc1. Yields the product [O-][Cl+3]([O-])([O-])[O-], Nc1ccc(-[c+]2cc(-c3ccccc3)cc(-c3ccccc3)s2)cc1. As a reaction SMILES: [CH3:31][CH2:32][OH:33].[Cl+3:1]([O-:2])([O-:3])([O-:4])[O-:5].[NH2:24][c:25]1[cH:26][cH:27][cH:28][cH:29][cH:30]1.[c:6]1(-[c+:12]2[s:13][cH:14][cH:15][c:16](-[c:18]3[cH:19][cH:20][cH:21][cH:22][cH:23]3)[cH:17]2)[cH:7][cH:8][cH:9][cH:10][cH:11]1>>[Cl+3:1]([O-:2])([O-:3])([O-:4])[O-:5].[c:6]1(-[c:12]2[s:13][c+:14](-[c:28]3[cH:27][cH:26][c:25]([NH2:24])[cH:30][cH:29]3)[cH:15][c:16](-[c:18]3[cH:19][cH:20][cH:21][cH:22][cH:23]3)[cH:17]2)[cH:7][cH:8][cH:9][cH:10][cH:11]1. Run at time 0.5 hour. Reaction SMILES: [C:1]1([C:14]2[CH:15]=[C:16](Br)[CH:17]=[C:18]([C:20]3[C:32]4[NH:31][C:30]5[C:25](=[CH:26][CH:27]=[CH:28][CH:29]=5)[C:24]=4[CH:23]=[CH:22][CH:21]=3)[CH:19]=2)[C:13]2[NH:12][C:11]3[C:6](=[CH:7][CH:8]=[CH:9][CH:10]=3)[C:5]=2[CH:4]=[CH:3][CH:2]=1.C([Li])CCC.[B:39](OC)([O:42]C)[O:40]C.Cl>O1CCCC1>[C:1]1([C:14]2[CH:15]=[C:16]([B:39]([OH:42])[OH:40])[CH:17]=[C:18]([C:20]3[C:32]4[NH:31][C:30]5[C:25](=[CH:26][CH:27]=[CH:28][CH:29]=5)[C:24]=4[CH:23]=[CH:22][CH:21]=3)[CH:19]=2)[C:13]2[NH:12][C:11]3[C:6](=[CH:7][CH:8]=[CH:9][CH:10]=3)[C:5]=2[CH:4]=[CH:3][CH:2]=1. The solvent is O1CCCC1 (THF). Product: C1(=CC=CC=2C3=CC=CC=C3NC12)C=1C=C(C=C(C1)C1=CC=CC=2C3=CC=CC=C3NC12)B(O)O (3,5-dicarbazolylphenylboronic acid). Reactants: Cl (hydrochloric acid), C1(=CC=CC=2C3=CC=CC=C3NC12)C=1C=C(C=C(C1)C1=CC=CC=2C3=CC=CC=C3NC12)Br (3,5-dicarbazolylbromobenzene), B(OC)(OC)OC (trimethyl borate), C(CCC)[Li] (n-BuLi). Procedure details: Under an Ar atmosphere, 3,5-dicarbazolylbromobenzene (4.87 g, 0.01 mol) and 100 mL THF (tetrahydrofuran) were added into a 250 mL single-necked flask, then 9.4 mL n-BuLi (n-butyllithium) (1.6 M n-hexane solution) was added, stirred and reacted at −78° C. for 1.5 h. After this, trimethyl borate was added and reacted for 12 h, and then 20 mL hydrochloric acid solution was added, acidified for 0.5 h. After the reaction was completed, we carried out liquid separation, drying, and concentrating under... Starting materials: CS(=O)(=O)C1=NC=C(C=N1)C(=O)OCC (Ethyl 2-(methylsulfonyl)pyrimidine-5-carboxylate), [OH-].[NH4+] (ammonium hydroxide). The solvent is C(C)#N (acetonitrile). Product: NC1=NC=C(C=N1)C(=O)OCC (ethyl 2-aminopyrimidine-5-carboxylate). Yield: 76.0%. Reaction SMILES: CS([C:5]1[N:10]=[CH:9][C:8]([C:11]([O:13][CH2:14][CH3:15])=[O:12])=[CH:7][N:6]=1)(=O)=O.[OH-].[NH4+:17]>C(#N)C>[NH2:17][C:5]1[N:10]=[CH:9][C:8]([C:11]([O:13][CH2:14][CH3:15])=[O:12])=[CH:7][N:6]=1 |f:1.2|. Reported procedure: Ethyl 2-(methylsulfonyl)pyrimidine-5-carboxylate (2.15 g, 9.34 mmol) was dissolved in acetonitrile (11.7 ml), and, with stirring at room temperature, aqueous 32% ammonium hydroxide (11.36 ml, 93 mmol) was added drop wise. A white suspension was obtained after few seconds. Acetonitrile was evaporated and the aqueous suspension was filtered on a buckner funnel. The obtained solid was washed with water (20 ml) and dried affording ethyl 2-aminopyrimidine-5-carboxylate as a white solid (1.192 g, 7.13... Reactants: NC1=NC(=C2NN=NC2=N1)Cl (2-amino-6-chloro-8-azapurine), N (ammonia), stainless steel. Product: carbocyclic, NC1=NC(=C2NN=NC2=N1)N (2,6-diamino-8-azapurine). As a reaction SMILES: [NH2:1][C:2]1[N:10]=[C:9]2[C:5]([NH:6][N:7]=[N:8]2)=[C:4](Cl)[N:3]=1.[NH3:12]>>[NH2:1][C:2]1[N:10]=[C:9]2[C:5]([NH:6][N:7]=[N:8]2)=[C:4]([NH2:12])[N:3]=1. Reported procedure: A solution of 428 mg. of the 2-amino-6-chloro-8-azapurine of Example 8 in 25 ml. of liquid ammonia was heated for 18 hours at 60° C. in a stainless steel bomb containing a glass liner. The bomb was chilled and opened, and ammonia was evaporated with a current of nitrogen. The residual solid was triturated with water (12 ml.), collected by filtration, washed with cold water, and dried in vacuo at 56° C.: yield, 359 mg. (90%); m.p. 245°-247° C. dec. (inserted at 200° C., 3° C./min.). A second crop...